This data is from the Open Reaction Database (ORD), a public repository of structured organic reaction records. The task is: describe an organic reaction: reactants, conditions, products, and yield Reactants: [BH4-], COc1ccc(CCCN(C(=O)Cc2ccc(OC)c(OC)c2)C(C)c2ccccc2)cc1OC, CC#N, [Cl-], [Na+], O=[P+]. Product: COc1ccc(CC2c3cc(OC)c(OC)cc3CCCN2C(C)c2ccccc2)cc1OC. As a reaction SMILES: [BH4-:39].[CH3:1][O:2][c:3]1[cH:4][c:5]([CH2:11][C:12](=[O:13])[N:14]([CH:15]([CH3:16])[c:17]2[cH:18][cH:19][cH:20][cH:21][cH:22]2)[CH2:23][CH2:24][CH2:25][c:26]2[cH:27][c:28]([O:34][CH3:35])[c:29]([O:32][CH3:33])[cH:30][cH:31]2)[cH:6][cH:7][c:8]1[O:9][CH3:10].[CH3:41][C:42]#[N:43].[Cl-:36].[Na+:40].[P+:37]=[O:38]>>[CH3:1][O:2][c:3]1[cH:4][c:5]([CH2:11][CH:12]2[N:14]([CH:15]([CH3:16])[c:17]3[cH:18][cH:19][cH:20][cH:21][cH:22]3)[CH2:23][CH2:24][CH2:25][c:26]3[cH:27][c:28]([O:34][CH3:35])[c:29]([O:32][CH3:33])[cH:30][c:31]32)[cH:6][cH:7][c:8]1[O:9][CH3:10]. Reactants: CCCCC(C(=O)OCC)C(=O)c1cccc(NC(=O)c2ccc(Cl)cc2O)c1, C1CCOC1, [Li+], [OH-], O, O. Product: CCCCCC(=O)c1cccc(NC(=O)c2ccc(Cl)cc2O)c1. Reaction SMILES: [CH2:1]([CH2:2][CH2:3][CH3:4])[CH:5]([C:6]([O:7][CH2:8][CH3:9])=[O:10])[C:11]([c:12]1[cH:13][c:14]([NH:18][C:19]([c:20]2[c:21]([OH:27])[cH:22][c:23]([Cl:26])[cH:24][cH:25]2)=[O:28])[cH:15][cH:16][cH:17]1)=[O:29].[CH2:33]1[O:34][CH2:35][CH2:36][CH2:37]1.[Li+:31].[OH-:30].[OH2:32].[OH2:38]>>[CH2:1]([CH2:2][CH2:3][CH3:4])[CH2:5][C:11]([c:12]1[cH:13][c:14]([NH:18][C:19]([c:20]2[c:21]([OH:27])[cH:22][c:23]([Cl:26])[cH:24][cH:25]2)=[O:28])[cH:15][cH:16][cH:17]1)=[O:29].